describe an organic reaction: reactants, conditions, products, and yield From a dataset of the Open Reaction Database (ORD), a public repository of structured organic reaction records. Reactants: F, CCOC(=O)C(C)(C)O. The product is CCOC(=O)C(C)(C)F. As a reaction SMILES: [FH:1].[OH:2][C:3]([C:4](=[O:5])[O:6][CH2:7][CH3:8])([CH3:9])[CH3:10]>>[F:1][C:3]([C:4](=[O:5])[O:6][CH2:7][CH3:8])([CH3:9])[CH3:10]. Isolated yield 21.1%. Run in C(C)N(CC)CC (triethylamine), C(C)O (ethanol). The reactants are FC=1C=NC(NC1)=O (5-fluoropyrimidin-2-one), BrCC(=O)C1=CC=CC=C1 (α-bromoacetophenone). Procedure: A solution of 5-fluoropyrimidin-2-one (480 mg) and α-bromoacetophenone (843 mg) in triethylamine (1 ml) and ethanol (20 ml) was stirred at ambient temperature for 31/2 hours. The resulting suspension was chilled in ice. The solid was collected by filtration, then crystallised twice from ethanol to give the title pyrimidinone (206 mg yield); m.p. 167°-175°, λmaxEtOH 243 nm (ε 15110), 331 nm (ε 3590), λinf 283 nm (ε 1870), 290 nm (ε 1890), 344 nm (ε 2740). Yields the product FC=1C=NC(N(C1)CC(=O)C1=CC=CC=C1)=O (5-Fluoro-1-phenacylpyrimidin-2-one). RXN SMILES: [F:1][C:2]1[CH:3]=[N:4][C:5](=[O:8])[NH:6][CH:7]=1.Br[CH2:10][C:11]([C:13]1[CH:18]=[CH:17][CH:16]=[CH:15][CH:14]=1)=[O:12]>C(N(CC)CC)C.C(O)C>[F:1][C:2]1[CH:3]=[N:4][C:5](=[O:8])[N:6]([CH2:10][C:11]([C:13]2[CH:18]=[CH:17][CH:16]=[CH:15][CH:14]=2)=[O:12])[CH:7]=1. Starting materials: FC1=CC=C(C=C1)C1=CC=C(C=C1)NCC1=C(C=C(C=C1)C(=C)C)C=1C=CC(=NC1)C(=O)NCCC(=O)O (3-(5-(2-(((4′-fluoro-[1,1′-biphenyl]-4-yl)amino)methyl)-5-(prop-1-en-2-yl)phenyl)picolinamido)propanoic acid), C(=O)[O-].[NH4+] (ammonium formate). Reagents/catalysts: [Pd] (Pd—C). The solvent is CO (MeOH). Reaction conditions: time 1 hour. The product is FC1=CC=C(C=C1)C1=CC=C(C=C1)NCC1=C(C=C(C=C1)C(C)C)C=1C=CC(=NC1)C(=O)NCCC(=O)O (3-(5-(2-(((4′-fluoro-[1,1′-biphenyl]-4-yl)amino)methyl)-5-isopropylphenyl)picolinamido)propanoic acid). RXN SMILES: [F:1][C:2]1[CH:7]=[CH:6][C:5]([C:8]2[CH:13]=[CH:12][C:11]([NH:14][CH2:15][C:16]3[CH:21]=[CH:20][C:19]([C:22]([CH3:24])=[CH2:23])=[CH:18][C:17]=3[C:25]3[CH:26]=[CH:27][C:28]([C:31]([NH:33][CH2:34][CH2:35][C:36]([OH:38])=[O:37])=[O:32])=[N:29][CH:30]=3)=[CH:10][CH:9]=2)=[CH:4][CH:3]=1.C([O-])=O.[NH4+]>CO.[Pd]>[F:1][C:2]1[CH:7]=[CH:6][C:5]([C:8]2[CH:13]=[CH:12][C:11]([NH:14][CH2:15][C:16]3[CH:21]=[CH:20][C:19]([CH:22]([CH3:24])[CH3:23])=[CH:18][C:17]=3[C:25]3[CH:26]=[CH:27][C:28]([C:31]([NH:33][CH2:34][CH2:35][C:36]([OH:38])=[O:37])=[O:32])=[N:29][CH:30]=3)=[CH:10][CH:9]=2)=[CH:4][CH:3]=1 |f:1.2|. Procedure: A mixture of 3-(5-(2-(((4′-fluoro-[1,1′-biphenyl]-4-yl)amino)methyl)-5-(prop-1-en-2-yl)phenyl)picolinamido)propanoic acid (46 mg, 0.09 mmol), ammonium formate (57 mg, 0.91 mmol) and 10% Pd—C (10 mg, 0.01 mmol) in MeOH (5 mL) was refluxed. After 1 h, the resulting mixture was filtered through celite and washed with DCM-MeOH. The filtrate was concentrated and purified via column chromatography to yield the title compound. Starting materials: solution, S(=O)(=O)(O)O.CSC(N)=N (S-methylisothiourea sulfate), [OH-].[Na+] (NaOH), N1(CCCCCC1)CC=1SC(=CC1)C(=O)NN (2-(hexahydro-1H-azepin-1-yl)methylthiophene-5-carboxylic acid hydrazide). Run in CO (methanol). Reaction conditions: time 10 day. The product is C(N)(=N)N(N)C(=O)C1=CC=C(S1)CN1CCCCCC1 (2-(Hexahydro-1H-azepin-1-yl)methylthiophene-5-carboxylic acid amidinohydrazide). Yield: 114.2%. As a reaction SMILES: S(O)(O)(=O)=O.CS[C:8](=[NH:10])[NH2:9].[OH-].[Na+].[N:13]1([CH2:20][C:21]2[S:22][C:23]([C:26]([NH:28][NH2:29])=[O:27])=[CH:24][CH:25]=2)[CH2:19][CH2:18][CH2:17][CH2:16][CH2:15][CH2:14]1>CO>[C:8]([N:28]([C:26]([C:23]1[S:22][C:21]([CH2:20][N:13]2[CH2:19][CH2:18][CH2:17][CH2:16][CH2:15][CH2:14]2)=[CH:25][CH:24]=1)=[O:27])[NH2:29])(=[NH:9])[NH2:10] |f:0.1,2.3|. Procedure details: 6.07 g (21.7 mmol) of S-methylisothiourea sulfate and 43.5 ml (43.5 mmol) of 1 N NaOH were added to 11.0 g (43.4 mmol) of 2-(hexahydro-1H-azepin-1-yl)methylthiophene-5-carboxylic acid hydrazide, methanol was added to the reaction mixture until it became uniform solution (about 130 ml) and then the resulting solution was stirred at room temperature for 10 days. After removing insoluble matter by filtration, the solvent was evaporated and the resulting residue was directly subjected to a silica ge... The reactants are CC(=O)O, NC1CCC(C(c2ccccc2)c2ccccc2)OC1, Fc1ccc(CNC2CCOC(C(c3ccccc3)c3ccccc3)C2)cc1, ClCCCl, O=Cc1ccc(I)cc1. Product: Ic1ccc(CNC2CCC(C(c3ccccc3)c3ccccc3)OC2)cc1. As a reaction SMILES: [CH3:30][C:31](=[O:32])[OH:33].[CH:1]([c:2]1[cH:3][cH:4][cH:5][cH:6][cH:7]1)([c:8]1[cH:9][cH:10][cH:11][cH:12][cH:13]1)[CH:14]1[CH2:15][CH2:16][CH:17]([NH2:20])[CH2:18][O:19]1.[CH:38]([CH:39]1[CH2:40][CH:41]([NH:42][CH2:43][c:44]2[cH:45][cH:46][c:47]([F:48])[cH:49][cH:50]2)[CH2:51][CH2:52][O:53]1)([c:54]1[cH:55][cH:56][cH:57][cH:58][cH:59]1)[c:60]1[cH:61][cH:62][cH:63][cH:64][cH:65]1.[Cl:34][CH2:35][CH2:36][Cl:37].[I:21][c:22]1[cH:23][cH:24][c:25]([CH:26]=[O:27])[cH:28][cH:29]1>>[CH:1]([c:2]1[cH:3][cH:4][cH:5][cH:6][cH:7]1)([c:8]1[cH:9][cH:10][cH:11][cH:12][cH:13]1)[CH:14]1[CH2:15][CH2:16][CH:17]([NH:20][CH2:26][c:25]2[cH:24][cH:23][c:22]([I:21])[cH:29][cH:28]2)[CH2:18][O:19]1. Starting materials: [N-]=[N+]=[N-].[Na+] (sodium azide), BrC1=CC(=C(OCCN2CCCC2)C=C1)CCl (1-[2-(4-bromo-2-chloromethylphenoxy)ethyl]pyrrolidine), O (Water). The solvent is CN(C)C=O (DMF). Conditions: temperature 35 celsius, time 16 hour. The product is N(=[N+]=[N-])CC1=C(OCCN2CCCC2)C=CC(=C1)Br (1-[2-(2-azidomethyl-4-bromophenoxy)ethyl]pyrrolidine). As a reaction SMILES: [N-:1]=[N+:2]=[N-:3].[Na+].[Br:5][C:6]1[CH:19]=[CH:18][C:9]([O:10][CH2:11][CH2:12][N:13]2[CH2:17][CH2:16][CH2:15][CH2:14]2)=[C:8]([CH2:20]Cl)[CH:7]=1.O>CN(C=O)C>[N:1]([CH2:20][C:8]1[CH:7]=[C:6]([Br:5])[CH:19]=[CH:18][C:9]=1[O:10][CH2:11][CH2:12][N:13]1[CH2:17][CH2:16][CH2:15][CH2:14]1)=[N+:2]=[N-:3] |f:0.1|. Procedure details: 0.33 g (5.00 mmol) of sodium azide were added to a solution of 500 mg (1.57 mmol) of 1-[2-(4-bromo-2-chloromethylphenoxy)ethyl]pyrrolidine in 5 mL of DMF and the mixture was stirred for 16 hours at 35° C. Water was added and the phases were separated. The aqueous phase was exhaustively extracted with DCM, and the combined organic extracts were washed with saturated aqueous sodium bicarbonate solution, dried over magnesium sulfate, and evaporated down in vacuo. The crude product was used in the n...